Dataset: the Open Reaction Database (ORD), a public repository of structured organic reaction records. Task: describe an organic reaction: reactants, conditions, products, and yield Yields the product FC=1C=CC2=C(C(CN3C(S2)=CC=C3)O)C1 ((±)-7-Fluoro-9,10-dihydro-9-hydroxypyrrolo[2,1-b][1,3]benzothiazepine). The yield is 95.6%. As a reaction SMILES: [F:1][C:2]1[CH:3]=[CH:4][C:5]2[S:11][C:10]3=[CH:12][CH:13]=[CH:14][N:9]3[CH2:8][C:7](=[O:15])[C:6]=2[CH:16]=1.[BH4-].[Na+]>O1CCCC1.CO>[F:1][C:2]1[CH:3]=[CH:4][C:5]2[S:11][C:10]3=[CH:12][CH:13]=[CH:14][N:9]3[CH2:8][CH:7]([OH:15])[C:6]=2[CH:16]=1 |f:1.2|. Procedure: To a solution of 9c (0.037 g 0.16 mmol) in dry tetrahydrofuran (0.5 ml) and dry methanol (0.7 ml), cooled to 0° C. under argon atmosphere, was added in portions sodium borohydride (0.09 g, 0.16 mmol). After stirring for 1 hour at 0° C. the reaction was quenched with a saturated solution of ammonium chloride (1 ml), the solvent was removed and the mixture was extracted with ethyl acetate (3×2 ml). The organic layers were dried and evaporated, the crude product was chromatographed (30% petroleum e... Solvent: O1CCCC1 (tetrahydrofuran), CO (methanol). Conditions: temperature 0 celsius, time 1 hour. Starting materials: FC=1C=CC2=C(C(CN3C(S2)=CC=C3)=O)C1 (7-Fluoro-9,10-dihydropyrrolo[2,1-b][1,3]benzothiazepin-9-one), [BH4-].[Na+] (sodium borohydride). Starting materials: C(C)(C)(C)OC(=O)N1CCN(CC1)C1=CC=C(C=C1)NC(=O)C1CCN(CC1)CC(=O)OC (Methyl 4-[[[4-(4-t-butyloxycarbonyl-1-piperazinyl)phenyl]amino]carbonyl]-1-piperidine acetate). Solvent: C(Cl)Cl.C(=O)(C(F)(F)F)O (CH2Cl2 TFA). The product is N1(CCNCC1)C1=CC=C(C=C1)NC(=O)C1CCN(CC1)CC(=O)OC (Methyl 4-[[[4-(1-piperazinyl)phenyl]amino]carbonyl]-1-piperidine acetate). Isolated yield 92.5%. Reaction SMILES: C(OC([N:8]1[CH2:13][CH2:12][N:11]([C:14]2[CH:19]=[CH:18][C:17]([NH:20][C:21]([CH:23]3[CH2:28][CH2:27][N:26]([CH2:29][C:30]([O:32][CH3:33])=[O:31])[CH2:25][CH2:24]3)=[O:22])=[CH:16][CH:15]=2)[CH2:10][CH2:9]1)=O)(C)(C)C>C(Cl)Cl.C(O)(C(F)(F)F)=O>[N:11]1([C:14]2[CH:15]=[CH:16][C:17]([NH:20][C:21]([CH:23]3[CH2:24][CH2:25][N:26]([CH2:29][C:30]([O:32][CH3:33])=[O:31])[CH2:27][CH2:28]3)=[O:22])=[CH:18][CH:19]=2)[CH2:12][CH2:13][NH:8][CH2:9][CH2:10]1 |f:1.2|. Procedure: A solution of Methyl 4-[[[4-(4-t-butyloxycarbonyl-1-piperazinyl)phenyl]amino]carbonyl]-1-piperidine acetate (2.1 g, 4.5 mmol) was treated with CH2Cl2 /TFA (10 mL/15 mL) for 20 min. Solution was concentrated and the residue was treated with MeOH/4M HCl (10 mL/10 mL). Solution was concentrated until precipitation started. Solution was filtered and the solid was washed with Et2O to give the title compound (1.5 g, 87%). MS (ES) m/e 361 [M+H]+. 1HNMR (250 MHz, DMSO[d6]) δ 1.4-4.5 (m, 22H), 6.9-9.5 (m... Reactants: [BH4-], CCOC(=O)C1COc2cc(C=C[N+](=O)[O-])ccc2O1, CC(=O)O, CCO, [Na+], C1COCCO1. Product: CCOC(=O)C1COc2cc(CC[N+](=O)[O-])ccc2O1. Reaction SMILES: [BH4-:21].[CH2:1]([CH3:2])[O:3][C:4](=[O:5])[CH:6]1[CH2:7][O:8][c:9]2[c:10]([cH:12][cH:13][c:14]([CH:16]=[CH:17][N+:18](=[O:19])[O-:20])[cH:15]2)[O:11]1.[CH3:23][C:24](=[O:25])[OH:26].[CH3:33][CH2:34][OH:35].[Na+:22].[O:27]1[CH2:28][CH2:29][O:30][CH2:31][CH2:32]1>>[CH2:1]([CH3:2])[O:3][C:4](=[O:5])[CH:6]1[CH2:7][O:8][c:9]2[c:10]([cH:12][cH:13][c:14]([CH2:16][CH2:17][N+:18](=[O:19])[O-:20])[cH:15]2)[O:11]1. Starting materials: NC=1SC2=C(N=C(N=C2N([C@@H](CO)CCC)C)S)N1 ((2R)-2-[(2-amino-5-mercapto[1,3]thiazolo[4,5-d]pyrimidin-7-yl)(methyl)amino]pentan-1-ol), ClC1=NC=C(C=C1)[C@@H](C)Cl (2-chloro-5-[(1R)-1-chloroethyl]pyridine). Product: NC=1SC2=C(N=C(N=C2N([C@@H](CO)CCC)C)S[C@@H](C)C=2C=NC(=CC2)Cl)N1 ((2R)-2-[(2-Amino-5-{[(1S)-1-(6-chloropyridin-3-yl)ethyl]thio)[1,3]thiazolo[4,5-d]pyrimidin-7-yl)(methyl)amino]pentan-1-ol). Yield: 15.7%. Reaction SMILES: [NH2:1][C:2]1[S:3][C:4]2[C:9]([N:10]([CH3:17])[C@H:11]([CH2:14][CH2:15][CH3:16])[CH2:12][OH:13])=[N:8][C:7]([SH:18])=[N:6][C:5]=2[N:19]=1.[Cl:20][C:21]1[CH:26]=[CH:25][C:24]([C@H:27](Cl)[CH3:28])=[CH:23][N:22]=1>>[NH2:1][C:2]1[S:3][C:4]2[C:9]([N:10]([CH3:17])[C@H:11]([CH2:14][CH2:15][CH3:16])[CH2:12][OH:13])=[N:8][C:7]([S:18][C@H:27]([C:24]3[CH:23]=[N:22][C:21]([Cl:20])=[CH:26][CH:25]=3)[CH3:28])=[N:6][C:5]=2[N:19]=1. Reported procedure: The title compound was prepared using General method A starting from (2R)-2-[(2-amino-5-mercapto[1,3]thiazolo[4,5-d]pyrimidin-7-yl)(methyl)amino]pentan-1-ol (96 mg, 0.32 mmol) and 2-chloro-5-[(1R)-1-chloroethyl]pyridine (85 mg, 0.48 mmol). Purification by flash column chromatography (eluent DCM:ethyl acetate) yielded 22 mg (16% yield) of the title compound. The reactants are ice water, C(C)(C)(C)C=1C=C(C=CC1)O (3-tert-butylphenol), OCNC(CCl)=O (N-hydroxymethyl-2-chloroacetamide), S(O)(O)(=O)=O (sulfuric acid), C(=O)(O)[O-].[Na+] (NaHCO3). The product is C(C)(C)(C)C1=CC(=C(CNC(CCl)=O)C=C1)O (N-(4-tert-butyl-2-hydroxybenzyl)-2-chloroacetamide). As a reaction SMILES: [C:1]([C:5]1[CH:6]=[C:7]([OH:11])[CH:8]=[CH:9][CH:10]=1)([CH3:4])([CH3:3])[CH3:2].O[CH2:13][NH:14][C:15](=[O:18])[CH2:16][Cl:17].S(=O)(=O)(O)O.C([O-])(O)=O.[Na+]>C(O)(=O)C>[C:1]([C:5]1[CH:10]=[CH:9][C:8]([CH2:13][NH:14][C:15](=[O:18])[CH2:16][Cl:17])=[C:7]([OH:11])[CH:6]=1)([CH3:4])([CH3:2])[CH3:3] |f:3.4|. Procedure: A finely powdered mixture of 15 g (0.10 mol) of 3-tert-butylphenol and 12.4 g (0.10 mol) of N-hydroxymethyl-2-chloroacetamide was added in portions to a vigorously stirred solution of 90 mL acetic acid and 10 mL (98%) sulfuric acid at 0° C. The reaction mixture was allowed to warm to room temperature over several hours, and stirring was maintained for a total of 20 hours. The reaction mixture was poured into ice-water, neutralized with saturated aqueous NaHCO3 solution and extracted into CH2Cl2.... Solvent: C(C)(=O)O (acetic acid). Reactants: BrCC1=C(C(=O)OC)C=CN=C1Cl (methyl 3-(bromomethyl)-2-chloroisonicotinate), Cl.FC(COC1=CC=C(C=N1)C(CC)N)(F)F (1-(6-(2,2,2-trifluoroethoxy)pyridin-3-yl)propan-1-amine hydrochloride). Product: ClC1=NC=CC2=C1CN(C2=O)C(CC)C=2C=NC(=CC2)OCC(F)(F)F (4-chloro-2-(1-(6-(2,2,2-trifluoroethoxy)pyridin-3-yl)propyl)-2,3-dihydro-1H-pyrrolo[3,4-c]pyridin-1-one). Isolated yield 51.0%. As a reaction SMILES: Br[CH2:2][C:3]1[C:12]([Cl:13])=[N:11][CH:10]=[CH:9][C:4]=1[C:5]([O:7]C)=O.Cl.[F:15][C:16]([F:30])([F:29])[CH2:17][O:18][C:19]1[N:24]=[CH:23][C:22]([CH:25]([NH2:28])[CH2:26][CH3:27])=[CH:21][CH:20]=1>>[Cl:13][C:12]1[C:3]2[CH2:2][N:28]([CH:25]([C:22]3[CH:23]=[N:24][C:19]([O:18][CH2:17][C:16]([F:30])([F:15])[F:29])=[CH:20][CH:21]=3)[CH2:26][CH3:27])[C:5](=[O:7])[C:4]=2[CH:9]=[CH:10][N:11]=1 |f:1.2|. Reported procedure: The title compound is prepared in 51% yield (112 mg, yellow oil) from methyl 3-(bromomethyl)-2-chloroisonicotinate (150 mg, 0.57 mmol) and 1-(6-(2,2,2-trifluoroethoxy)pyridin-3-yl)propan-1-amine hydrochloride (154 mg, 0.57 mmol, Amine-18, single enantiomer) in a similar manner to Intermediate-2.